From a dataset of the Open Reaction Database (ORD), a public repository of structured organic reaction records. describe an organic reaction: reactants, conditions, products, and yield Starting materials: N1C=NC(=C1)C1=NC=CC(=C1)C#N (2-(1H-imidazol-4-yl)pyridine-4-carbonitrile), C(C)(C)(C)OC(=O)N1C(CCC1)CBr (tert-butyl-2-(bromomethyl)pyrrolidine-1-carboxylate). The product is C(#N)C1=CC(=NC=C1)C=1N=CN(C1)CC1N(CCC1)C(=O)OC(C)(C)C (tert-butyl 2-{[4-(4-cyanopyridin-2-yl)-1H-imidazol-1-yl]methyl}pyrrolidine-1-carboxylate). RXN SMILES: [NH:1]1[CH:5]=[C:4]([C:6]2[CH:11]=[C:10]([C:12]#[N:13])[CH:9]=[CH:8][N:7]=2)[N:3]=[CH:2]1.[C:14]([O:18][C:19]([N:21]1[CH2:25][CH2:24][CH2:23][CH:22]1[CH2:26]Br)=[O:20])([CH3:17])([CH3:16])[CH3:15]>>[C:12]([C:10]1[CH:9]=[CH:8][N:7]=[C:6]([C:4]2[N:3]=[CH:2][N:1]([CH2:26][CH:22]3[CH2:23][CH2:24][CH2:25][N:21]3[C:19]([O:18][C:14]([CH3:15])([CH3:17])[CH3:16])=[O:20])[CH:5]=2)[CH:11]=1)#[N:13]. Procedure: The title compound was prepared from 2-(1H-imidazol-4-yl)pyridine-4-carbonitrile and tert-butyl-2-(bromomethyl)pyrrolidine-1-carboxylate according to the procedure for the preparation of Example 43, part A (heating to 120°). [M+H] Calc'd for C19H23N5O2, 354. Found, 354.